This data is from the Open Reaction Database (ORD), a public repository of structured organic reaction records. The task is: describe an organic reaction: reactants, conditions, products, and yield Reactants: O[C@H]1C[C@H]([C@@H]([C@H]1C\C=C/CCCC(=O)O)CC[C@H](CCC1=CC=CC=C1)OC1OCCCC1)OC1OCCCC1 ((Z)-7-((1R,2R,3R,5S)-5-hydroxy-2-((3R)-5-phenyl-3-((tetrahydro-2H-pyran-2-yl)oxy)pentyl)-3-((tetrahydro-2H-pyran-2-yl)oxy)cyclopentyl)hept-5-enoic acid), C1=CC=NC(=C1)SSC2=CC=CC=N2 (2,2′-dipyridyl disulfide), C1(=CC=CC=C1)P(C1=CC=CC=C1)C1=CC=CC=C1 (triphenylphosphine), C=1(C(=CC=CC1)C)C (xylene). Run at time 2 hour. Yields the product C1(=CC=CC=C1)CC[C@@H](CC[C@H]1[C@@H](C[C@@H]2OC(CCC\C=C/C[C@@H]21)=O)OC2OCCCC2)OC2OCCCC2 ((8aR,9R,10R,11aS,Z)-9-((3R)-5-phenyl-3-((tetrahydro-2H-pyran-2-yl)oxy)pentyl)-10-((tetrahydro-2H-pyran-2-yl)oxy)-4,5,8,8a,9,10,11,11a-octahydrocyclopenta[b]oxecin-2(3H)-one). Yield: 68.0%. RXN SMILES: O[C@@H:2]1[C@H:6]([CH2:7]/[CH:8]=[CH:9]\[CH2:10][CH2:11][CH2:12][C:13]([OH:15])=[O:14])[C@@H:5]([CH2:16][CH2:17][C@@H:18]([O:27][CH:28]2[CH2:33][CH2:32][CH2:31][CH2:30][O:29]2)[CH2:19]CC2C=CC=CC=2)[C@H:4]([O:34][CH:35]2[CH2:40][CH2:39][CH2:38][CH2:37][O:36]2)[CH2:3]1.C1C=C(SSC2N=CC=CC=2)N=CC=1.C1(P(C2C=CC=CC=2)C2C=CC=CC=2)C=CC=CC=1.[C:74]1([CH3:81])[C:75](C)=[CH:76][CH:77]=[CH:78][CH:79]=1>>[C:74]1([CH2:81][CH2:19][C@H:18]([O:27][CH:28]2[CH2:33][CH2:32][CH2:31][CH2:30][O:29]2)[CH2:17][CH2:16][C@@H:5]2[C@@H:6]3[C@@H:2]([O:14][C:13](=[O:15])[CH2:12][CH2:11][CH2:10][CH:9]=[CH:8][CH2:7]3)[CH2:3][C@H:4]2[O:34][CH:35]2[CH2:40][CH2:39][CH2:38][CH2:37][O:36]2)[CH:79]=[CH:78][CH:77]=[CH:76][CH:75]=1. Procedure details: A solution of (Z)-7-((1R,2R,3R,5S)-5-hydroxy-2-((3R)-5-phenyl-3-((tetrahydro-2H-pyran-2-yl)oxy)pentyl)-3-((tetrahydro-2H-pyran-2-yl)oxy)cyclopentyl)hept-5-enoic acid (52 g from Example 26) in xylene (250 mL) was treated with 2,2′-dipyridyl disulfide (28.9 g, 131.2 mmol) and triphenylphosphine (39.2 g, 149.5 mmol). This mixture was then stirred for 2 hr at room temperature under an atmosphere of nitrogen. The resulting mixture was heated to 80° C. for 18 hr (TLC monitoring), followed by removal o... The reactants are CC(C)(C)[O-], CS(=O)(=O)OCCCNC1COc2c(F)ccc(F)c2C1S(=O)(=O)c1ccc(Cl)cc1, [K+], C1CCOC1. Yields the product O=S(=O)(c1ccc(Cl)cc1)C12CCCNC1COc1c(F)ccc(F)c12. As a reaction SMILES: [CH3:32][C:33]([CH3:34])([O-:35])[CH3:36].[Cl:1][c:2]1[cH:3][cH:4][c:5]([S:8](=[O:9])(=[O:10])[CH:11]2[CH:12]([NH:23][CH2:24][CH2:25][CH2:26][O:27][S:28]([CH3:29])(=[O:30])=[O:31])[CH2:13][O:14][c:15]3[c:16]([F:22])[cH:17][cH:18][c:19]([F:21])[c:20]32)[cH:6][cH:7]1.[K+:37].[O:38]1[CH2:39][CH2:40][CH2:41][CH2:42]1>>[Cl:1][c:2]1[cH:3][cH:4][c:5]([S:8](=[O:9])(=[O:10])[C:11]23[CH:12]([CH2:13][O:14][c:15]4[c:16]([F:22])[cH:17][cH:18][c:19]([F:21])[c:20]42)[NH:23][CH2:24][CH2:25][CH2:26]3)[cH:6][cH:7]1. Reactants: O (Water), BrCC(=O)OCC (Ethyl bromoacetate), BrC1=CC(=C(C=C1)O)OCC (4-bromo-2-ethoxyphenol), C([O-])([O-])=O.[K+].[K+] (potassium carbonate). Solvent: C(C)(=O)OCC (ethyl acetate), CN(C=O)C (N,N-dimethylformamide). Run at time 8 hour. The product is C(C)OC(COC1=C(C=C(C=C1)Br)OCC)=O (ethyl(4-bromo-2-ethoxyphenoxy)acetate). Reaction SMILES: Br[CH2:2][C:3]([O:5][CH2:6][CH3:7])=[O:4].[Br:8][C:9]1[CH:14]=[CH:13][C:12]([OH:15])=[C:11]([O:16][CH2:17][CH3:18])[CH:10]=1.C(=O)([O-])[O-].[K+].[K+].O>CN(C)C=O.C(OCC)(=O)C>[CH2:6]([O:5][C:3](=[O:4])[CH2:2][O:15][C:12]1[CH:13]=[CH:14][C:9]([Br:8])=[CH:10][C:11]=1[O:16][CH2:17][CH3:18])[CH3:7] |f:2.3.4|. Procedure: Ethyl bromoacetate (1.038 mL) was added to a mixture of 4-bromo-2-ethoxyphenol (1.694 g) and potassium carbonate (1.618 g) in N,N-dimethylformamide (10 mL), and the mixture was stirred at room temperature overnight. Water and ethyl acetate were added to the reaction mixture. The organic layer was separated, washed with water and brine, and dried over anhydrous magnesium sulfate. The solvent was evaporated under reduced pressure, and the residue was purified by silica gel column chromatography (e... Starting materials: Cc1ccc([Mg]Br)cc1 (effective_coupling_partner), COc4ccc3cc(N(c1ccccc1)c2ccccc2)ccc3c4 (substrate). Reagents/catalysts: C1-CDC. Conditions: temperature 60 celsius, time 4 hour. The product is Cc5ccc(c4ccc3cc(N(c1ccccc1)c2ccccc2)ccc3c4)cc5. Reactants: OO (H2O2), [OH-].[Na+] (NaOH), ice, C1(CCCC1)N1N=C(C(=C1NC(=O)CC1=CC=CC=C1)C#N)CC1=CC=CC=C1 (1-cyclopentyl-3-phenylmethyl-4-cyano-5-(phenylmethylcarbonylamino)-1H-pyrazole). The solvent is C(C)O (ethanol), O (water). Run at time 1 hour. Product: C1(CCCC1)N1NC(=C2C1=NC(=NC2=O)CC2=CC=CC=C2)CC2=CC=CC=C2 (1-cyclopentyl-3-phenylmethyl-6-(phenylmethyl)-pyrazolo[3,4-d]pyrimidin-4-one). Isolated yield 22.0%. As a reaction SMILES: [CH:1]1([N:6]2[C:10]([NH:11][C:12]([CH2:14][C:15]3[CH:20]=[CH:19][CH:18]=[CH:17][CH:16]=3)=O)=[C:9]([C:21]#[N:22])[C:8]([CH2:23][C:24]3[CH:29]=[CH:28][CH:27]=[CH:26][CH:25]=3)=[N:7]2)[CH2:5][CH2:4][CH2:3][CH2:2]1.[OH:30]O.[OH-].[Na+]>C(O)C.O>[CH:1]1([N:6]2[C:10]3=[N:11][C:12]([CH2:14][C:15]4[CH:20]=[CH:19][CH:18]=[CH:17][CH:16]=4)=[N:22][C:21](=[O:30])[C:9]3=[C:8]([CH2:23][C:24]3[CH:29]=[CH:28][CH:27]=[CH:26][CH:25]=3)[NH:7]2)[CH2:5][CH2:4][CH2:3][CH2:2]1 |f:2.3|. Procedure: To an ice-cooled solution of 1-cyclopentyl-3-phenylmethyl-4-cyano-5-(phenylmethylcarbonylamino)-1H-pyrazole (1.1 g, 2.8 mmol) in ethanol (30 ml) was added 30% H2O2 (2.5 ml), followed by NaOH (100 mg) dissolved in water (5 ml). The reaction mixture was stirred a such for 1 hour, then at room temperature for 1 hour, then it was heated on a steam bath for 3.5 hours and finally it was stirred at room temperature overnight. The reaction mixture was concentrated to dryness, and partitioned between wat...